From a dataset of the Open Reaction Database (ORD), a public repository of structured organic reaction records. describe an organic reaction: reactants, conditions, products, and yield Reactants: C(C1=CC=CC=C1)O[C@H]1[C@H](SC2=CC=CC=C2)O[C@@H]([C@@H]([C@@H]1OCC1=CC=CC=C1)OCC1=CC=CC=C1)COCC1=CC=CC=C1 (phenyl 2,3,4,6-tetra-O-benzyl-1-thio-β-D-galactopyranoside), C(C)N(CC)S(F)(F)F (diethylaminosulfur trifluoride), C(=O)(O)[O-].[Na+] (NaHCO3), BrN1C(CCC1=O)=O (N-bromosuccinimide). Solvent: C(Cl)Cl (CH2Cl2), C(Cl)Cl (CH2Cl2). Conditions: temperature -15 celsius, time 2 minute. Product: C(C1=CC=CC=C1)O[C@H]1[C@H](O[C@@H]([C@@H]([C@@H]1OCC1=CC=CC=C1)OCC1=CC=CC=C1)COCC1=CC=CC=C1)F (2,3,4,6-tetra-O-benzyl-α-D-galactopyranosyl fluoride). Yield: 73.4%. As a reaction SMILES: [CH2:1]([O:8][C@@H:9]1[C@@H:21]([O:22][CH2:23][C:24]2[CH:29]=[CH:28][CH:27]=[CH:26][CH:25]=2)[C@@H:20]([O:30][CH2:31][C:32]2[CH:37]=[CH:36][CH:35]=[CH:34][CH:33]=2)[C@@H:19]([CH2:38][O:39][CH2:40][C:41]2[CH:46]=[CH:45][CH:44]=[CH:43][CH:42]=2)[O:18][C@H:10]1SC1C=CC=CC=1)[C:2]1[CH:7]=[CH:6][CH:5]=[CH:4][CH:3]=1.C(N(S(F)(F)[F:53])CC)C.BrN1C(=O)CCC1=O.C([O-])(O)=O.[Na+]>C(Cl)Cl>[CH2:1]([O:8][C@@H:9]1[C@@H:21]([O:22][CH2:23][C:24]2[CH:29]=[CH:28][CH:27]=[CH:26][CH:25]=2)[C@@H:20]([O:30][CH2:31][C:32]2[CH:37]=[CH:36][CH:35]=[CH:34][CH:33]=2)[C@@H:19]([CH2:38][O:39][CH2:40][C:41]2[CH:46]=[CH:45][CH:44]=[CH:43][CH:42]=2)[O:18][C@@H:10]1[F:53])[C:2]1[CH:7]=[CH:6][CH:5]=[CH:4][CH:3]=1 |f:3.4|. Reported procedure: To a solution of 10 (10.0 g, 15.82 mmol, 1 eq) in dry CH2Cl2 (191 mL) under argon at −15° C. were added diethylaminosulfur trifluoride (3.14 mL, 23.73 mmol, 1.5 eq) and, after 2 min, N-bromosuccinimide (3.66 g, 20.57 mmol, 1.3 eq). After being stirred at −15° C. for 30 min the reaction was diluted with CH2Cl2 (420 mL) and poured into a cold saturated aqueous NaHCO3 solution (195 mL). The organic layer was dried over MgSO4 and concentrated. Purification by flash chromatography on silica gel (petr... Reactants: ClC1=CC=C(C=C1)C(CCN1CCC(CC1)C=1C=C(C=CC1)NC(C(C)C)=O)O (N-(3-{1-[3-(4-chlorophenyl)-3-hydroxypropyl]-4-piperidinyl}phenyl)-2-methylpropanamide), FC=1C=C(C=CC1F)O (3,4-difluorophenol). Yields the product ClC1=CC=C(C=C1)C(CCN1CCC(CC1)C=1C=C(C=CC1)NC(C(C)C)=O)OC1=CC(=C(C=C1)F)F (N-(3-{1-[3-(4-CHLOROPHENYL)-3-(3,4-DIFLUOROPHENOXY)PROPYL]-4-PIPERIDINYL}PHENYL)-2-METHYLPROPANAMIDE). Reaction SMILES: [Cl:1][C:2]1[CH:7]=[CH:6][C:5]([CH:8]([OH:29])[CH2:9][CH2:10][N:11]2[CH2:16][CH2:15][CH:14]([C:17]3[CH:18]=[C:19]([NH:23][C:24](=[O:28])[CH:25]([CH3:27])[CH3:26])[CH:20]=[CH:21][CH:22]=3)[CH2:13][CH2:12]2)=[CH:4][CH:3]=1.[F:30][C:31]1[CH:32]=[C:33](O)[CH:34]=[CH:35][C:36]=1[F:37]>>[Cl:1][C:2]1[CH:3]=[CH:4][C:5]([CH:8]([O:29][C:34]2[CH:33]=[CH:32][C:31]([F:30])=[C:36]([F:37])[CH:35]=2)[CH2:9][CH2:10][N:11]2[CH2:16][CH2:15][CH:14]([C:17]3[CH:18]=[C:19]([NH:23][C:24](=[O:28])[CH:25]([CH3:26])[CH3:27])[CH:20]=[CH:21][CH:22]=3)[CH2:13][CH2:12]2)=[CH:6][CH:7]=1. Procedure: Prepared by Procedure A and Scheme AN using N-(3-{1-[3-(4-chlorophenyl)-3-hydroxypropyl]-4-piperidinyl}phenyl)-2-methylpropanamide and 3,4-difluorophenol: ESMS m/e: 526.8 (M+H)+. Reactants: COC(C1=CC=CC=C1)(C1=CC=CC=C1)C1=CC=CC=C1 (triphenylmethyl methyl ether), C(C1=CC=CC=C1)(C1=CC=CC=C1)(C1=CC=CC=C1)Cl (trityl chloride), OCC1=CC=C(CCl)C=C1 (p-hydroxymethylbenzyl chloride), C1(=CC=CC=C1)C (toluene). Reagents/catalysts: Cl (HCl). Solvent: CCCCCCC (heptane). Yields the product C1(=CC=CC=C1)C(OCC1=CC=C(CCl)C=C1)(C1=CC=CC=C1)C1=CC=CC=C1 (4-(Triphenylmethoxymethyl)benzyl chloride). Reaction SMILES: [CH3:1][O:2][C:3]([C:16]1[CH:21]=[CH:20][CH:19]=[CH:18][CH:17]=1)([C:10]1[CH:15]=[CH:14][CH:13]=[CH:12][CH:11]=1)[C:4]1[CH:9]=[CH:8][CH:7]=[CH:6][CH:5]=1.[C:22]([Cl:41])(C1C=CC=CC=1)(C1C=CC=CC=1)[C:23]1[CH:28]=[CH:27][CH:26]=[CH:25][CH:24]=1.OCC1C=CC(CCl)=CC=1.C1(C)C=CC=CC=1>Cl.CCCCCCC>[C:16]1([C:3]([C:4]2[CH:9]=[CH:8][CH:7]=[CH:6][CH:5]=2)([C:10]2[CH:11]=[CH:12][CH:13]=[CH:14][CH:15]=2)[O:2][CH2:1][C:26]2[CH:27]=[CH:28][C:23]([CH2:22][Cl:41])=[CH:24][CH:25]=2)[CH:21]=[CH:20][CH:19]=[CH:18][CH:17]=1. Procedure details: A 100 mL round bottom flask was charged with triphenylmethyl methyl ether (2.74 g, 10 mmol), trityl chloride (2.79 g, 10 mmol), p-hydroxymethylbenzyl chloride (3.13 g, 20 mmol), toluene (12 mL), heptane (12 mL) and 32% HCl (2 drops). The solution was heated to reflux and 12 mL solvent was distilled over 2 hours. The solution was cooled to room temperature and the resulting slurry diluted with 12 mL heptane. After cooling in an ice bath, the product was isolated by vacuum filtration and dried in ... The reactants are C(C)OC=C(C#N)C#N (ethoxymethylene malononitrile), C(C1=CC=CC=C1)NN (benzylhydrazine), C(C)(=O)OCC.CCCCCC (ethyl acetate hexane), product. Solvent: C(C)O (ethanol). The product is NC1=C(C=NN1CC1=CC=CC=C1)C#N (5-Amino-1-benzyl-4-cyanopyrazole). Reaction SMILES: C(O[CH:4]=[C:5]([C:8]#[N:9])[C:6]#[N:7])C.[CH2:10]([NH:17][NH2:18])[C:11]1[CH:16]=[CH:15][CH:14]=[CH:13][CH:12]=1.C(OCC)(=O)C.CCCCCC>C(O)C>[NH2:9][C:8]1[N:17]([CH2:10][C:11]2[CH:16]=[CH:15][CH:14]=[CH:13][CH:12]=2)[N:18]=[CH:4][C:5]=1[C:6]#[N:7] |f:2.3|. Procedure details: A procedure analogous to that described in Example 1 was followed except 1.55 g (12.7 mM) of ethoxymethylene malononitrile was added to 1.70 g (13.9 mM) of benzylhydrazine in ethanol. Following completion of the reaction 0.82 g (33%) of the product was obtained as a tan solid; tlc, Rf =0.24, silica gel, ethyl acetate:hexane (1:1). Starting materials: CO, O=C[O-], [NH4+], [OH-], [OH-], O=C(NC(CO)C(=O)Nc1ccc(-c2ccnc(Nc3ccc(N4CCOCC4)cc3)n2)cc1)OCc1ccccc1, [Pd+2]. The product is NC(CO)C(=O)Nc1ccc(-c2ccnc(Nc3ccc(N4CCOCC4)cc3)n2)cc1. As a reaction SMILES: [CH3:47][OH:48].[CH:43]([O-:44])=[O:45].[NH4+:46].[OH-:49].[OH-:50].[OH:1][CH2:2][CH:3]([C:4](=[O:5])[NH:6][c:7]1[cH:8][cH:9][c:10](-[c:13]2[n:14][c:15]([NH:19][c:20]3[cH:21][cH:22][c:23]([N:26]4[CH2:27][CH2:28][O:29][CH2:30][CH2:31]4)[cH:24][cH:25]3)[n:16][cH:17][cH:18]2)[cH:11][cH:12]1)[NH:32][C:33](=[O:34])[O:35][CH2:36][c:37]1[cH:38][cH:39][cH:40][cH:41][cH:42]1.[Pd+2:51]>>[OH:1][CH2:2][CH:3]([C:4](=[O:5])[NH:6][c:7]1[cH:8][cH:9][c:10](-[c:13]2[n:14][c:15]([NH:19][c:20]3[cH:21][cH:22][c:23]([N:26]4[CH2:27][CH2:28][O:29][CH2:30][CH2:31]4)[cH:24][cH:25]3)[n:16][cH:17][cH:18]2)[cH:11][cH:12]1)[NH2:32]. Reactants: [Br-], CS(C)=O, C[P+](c1ccccc1)(c1ccccc1)c1ccccc1, COc1ccc(F)c2c1C(=O)CC2, [H-], [Na+]. The product is C=C1CCc2c(F)ccc(OC)c21. Reaction SMILES: [Br-:20].[CH3:16][S:17](=[O:18])[CH3:19].[CH3:21][P+:22]([c:23]1[cH:24][cH:25][cH:26][cH:27][cH:28]1)([c:29]1[cH:30][cH:31][cH:32][cH:33][cH:34]1)[c:35]1[cH:36][cH:37][cH:38][cH:39][cH:40]1.[F:3][c:4]1[c:5]2[c:9]([c:10]([O:13][CH3:14])[cH:11][cH:12]1)[C:8](=[O:15])[CH2:7][CH2:6]2.[H-:2].[Na+:1]>>[F:3][c:4]1[c:5]2[c:9]([c:10]([O:13][CH3:14])[cH:11][cH:12]1)[C:8](=[CH2:16])[CH2:7][CH2:6]2. The reactants are C(C)(C)(C)NC1=NC=NC2=C(C=CC=C12)N (N4-(tert-butyl)quinazoline-4,8-diamine), CCN(C(C)C)C(C)C (DIPEA), ClC1=CC=C(C(=C1C(=O)O)F)CNC(C(CF)(C)C)=O (6-chloro-2-fluoro-3-((3-fluoro-2,2-dimethylpropanamido)methyl)benzoic acid), C(C(=O)Cl)(=O)Cl (oxalyl chloride). Reagents/catalysts: CN(C)C=O (DMF). The solvent is C(Cl)Cl (CH2Cl2). Yields the product C(C)(C)(C)NC1=NC=NC2=C(C=CC=C12)NC(C1=C(C(=CC=C1Cl)CNC(C(CF)(C)C)=O)F)=O (N-(4-(tert-Butylamino)quinazolin-8-yl)-6-chloro-2-fluoro-3-((3-fluoro-2,2-dimethylpropanamido)methyl)benzamide). The yield is 25.9%. As a reaction SMILES: [C:1]([NH:5][C:6]1[C:15]2[C:10](=[C:11]([NH2:16])[CH:12]=[CH:13][CH:14]=2)[N:9]=[CH:8][N:7]=1)([CH3:4])([CH3:3])[CH3:2].[Cl:17][C:18]1[C:23]([C:24](O)=[O:25])=[C:22]([F:27])[C:21]([CH2:28][NH:29][C:30](=[O:36])[C:31]([CH3:35])([CH3:34])[CH2:32][F:33])=[CH:20][CH:19]=1.C(Cl)(=O)C(Cl)=O.CCN(C(C)C)C(C)C>CN(C=O)C.C(Cl)Cl>[C:1]([NH:5][C:6]1[C:15]2[C:10](=[C:11]([NH:16][C:24](=[O:25])[C:23]3[C:18]([Cl:17])=[CH:19][CH:20]=[C:21]([CH2:28][NH:29][C:30](=[O:36])[C:31]([CH3:35])([CH3:34])[CH2:32][F:33])[C:22]=3[F:27])[CH:12]=[CH:13][CH:14]=2)[N:9]=[CH:8][N:7]=1)([CH3:4])([CH3:2])[CH3:3]. Procedure: The title compound was prepared following the procedure described in Example-1 using N4-(tert-butyl)quinazoline-4,8-diamine (Intermediate-55, 50 mg, 0.23 mmol), 6-chloro-2-fluoro-3-((3-fluoro-2,2-dimethylpropanamido)methyl)benzoic acid (Intermediate-67, 84 mg, 0.27 mmol), oxalyl chloride (52 mg, 0.41 mmol), DMF (1 drop) and DIPEA (89 mg, 0.69 mmol) in CH2Cl2 (2 mL) to afford 30 mg of the title product. 1H NMR (300 MHz, DMSO-d6): δ 10.41 (s, 1H), 8.69-8.66 (d, J=8.4 Hz, 1H), 8.50 (s, 1H), 8.33 (t... Reactants: Cl.COC1=C2CC[C@@H]([C@@H](C2=CC=C1)C)N(CCC)CCCCC (cis-5-Methoxy-1-methyl-2-(N-n-pentyl-N-n-propyl-amino) tetralin hydrochloride), Br (HBr). Product: Cl.OC1=C2CC[C@@H]([C@@H](C2=CC=C1)C)N(CCC)CCCCC (cis-5-Hydroxy-1-methyl-2-(N-n-pentyl-N-n-propylamino) tetralin hydrochloride). As a reaction SMILES: [ClH:1].C[O:3][C:4]1[CH:13]=[CH:12][CH:11]=[C:10]2[C:5]=1[CH2:6][CH2:7][C@H:8]([N:15]([CH2:19][CH2:20][CH2:21][CH2:22][CH3:23])[CH2:16][CH2:17][CH3:18])[C@@H:9]2[CH3:14].Br>>[ClH:1].[OH:3][C:4]1[CH:13]=[CH:12][CH:11]=[C:10]2[C:5]=1[CH2:6][CH2:7][C@H:8]([N:15]([CH2:19][CH2:20][CH2:21][CH2:22][CH3:23])[CH2:16][CH2:17][CH3:18])[C@@H:9]2[CH3:14] |f:0.1,3.4|. Reported procedure: cis-5-Methoxy-1-methyl-2-(N-n-pentyl-N-n-propyl-amino) tetralin hydrochloride (500 mg; 1.5 mmol) was heated in aqueous 48% HBr (3 ml) for 2 hours at 120° C. under N2. The mixture was evaporated and the residue was made alkaline with diluted NaHCO3 and extracted 3 times with ether. After drying (Na2SO4) and evaporation the product was precipitated as hydrochloride salt. Yield: 290 mg (60%) NMR (CDCl3). δ0.86 (t, 6H) δ1.17 (d, 3H), δ3.23-0.60 (m, 27H) δ5.36 (s, 1H phenolic) δ6.90 (m, 3H),MS (70 eV...